This data is from the Open Reaction Database (ORD), a public repository of structured organic reaction records. The task is: describe an organic reaction: reactants, conditions, products, and yield Reaction SMILES: [H-].[Al+3].[Li+].[H-].[H-].[H-].[CH2:7]([C:10]1[CH:15]=[CH:14][C:13]([C@H:16]2[CH2:21][CH2:20][C@H:19]([CH2:22][CH2:23][C:24]3[CH:32]=[CH:31][C:27]([C:28]([O-])=[O:29])=[C:26](CC)[CH:25]=3)[CH2:18][CH2:17]2)=[CH:12][CH:11]=1)[CH2:8][CH3:9].C(OCC)(=O)C.Cl>C1COCC1>[CH2:7]([C:10]1[CH:15]=[CH:14][C:13]([C@H:16]2[CH2:17][CH2:18][C@H:19]([CH2:22][CH2:23][C:24]3[CH:32]=[CH:31][C:27]([CH2:28][OH:29])=[CH:26][CH:25]=3)[CH2:20][CH2:21]2)=[CH:12][CH:11]=1)[CH2:8][CH3:9] |f:0.1.2.3.4.5|. Run in C1CCOC1 (THF), C1CCOC1 (THF). The reactants are [H-].[Al+3].[Li+].[H-].[H-].[H-] (lithium aluminum hydride), Cl (hydrochloric acid), C(CC)C1=CC=C(C=C1)[C@@H]1CC[C@H](CC1)CCC1=CC(=C(C(=O)[O-])C=C1)CC (4-(2-(trans-4-(4-n-propylphenyl)cyclohexyl)ethyl)ethylbenzoate), C(C)(=O)OCC (ethyl acetate). Reported procedure: Under cooled condition with ice, 1.6 g of lithium aluminum hydride was added little by little to 100 ml of THF and stirred. A liquid mixture of 16.2 g of the 4-(2-(trans-4-(4-n-propylphenyl)cyclohexyl)ethyl)ethylbenzoate mentioned above in 200 ml of THF was added dropwise thereto. It was stirred as it was cooled with ice for 2 hours, and then 200 ml of ethyl acetate was added dropwise thereto. The reaction solution was added to 200 ml of dilute hydrochloric acid cooled with ice and extracted wit... Isolated yield 69.9%. Yields the product C(CC)C1=CC=C(C=C1)[C@@H]1CC[C@H](CC1)CCC1=CC=C(CO)C=C1 (4-(2-(trans-4-(4-n-propylphenyl)cyclohexyl)ethyl)benzyl alcohol). Reported procedure: 2,5-Dichloro-4-[(3-chlorophenyl)(tetrahydro-2H-pyran-2-yloxy)methyl]thiophene-3-carboxylic acid from Example 8, Step 3 (207 mg, 0.491 mmol) was reacted with (1S)-1-[4-(methoxycarbonyl)phenyl]ethanaminium chloride from Example 1, Step 9 under conditions similar to Example 1, Step 10. The crude product was purified by Combi Flash chromatography system (2-8% EtOAc/toluene in 20 min.) to afford the desired product as a white foam. Starting materials: ClC=1SC(=C(C1C(=O)O)C(OC1OCCCC1)C1=CC(=CC=C1)Cl)Cl (2,5-dichloro-4-[(3-chlorophenyl)(tetrahydro-2H-pyran-2-yloxy)methyl]thiophene-3-carboxylic acid), [Cl-].COC(=O)C1=CC=C(C=C1)[C@H](C)[NH3+] ((1S)-1-[4-(methoxycarbonyl)phenyl]ethanaminium chloride). As a reaction SMILES: [Cl:1][C:2]1[S:3][C:4]([Cl:25])=[C:5]([CH:10]([C:18]2[CH:23]=[CH:22][CH:21]=[C:20]([Cl:24])[CH:19]=2)[O:11][CH:12]2[CH2:17][CH2:16][CH2:15][CH2:14][O:13]2)[C:6]=1[C:7](O)=[O:8].[Cl-].[CH3:27][O:28][C:29]([C:31]1[CH:36]=[CH:35][C:34]([C@@H:37]([NH3+:39])[CH3:38])=[CH:33][CH:32]=1)=[O:30]>>[Cl:1][C:2]1[S:3][C:4]([Cl:25])=[C:5]([CH:10]([C:18]2[CH:23]=[CH:22][CH:21]=[C:20]([Cl:24])[CH:19]=2)[O:11][CH:12]2[CH2:17][CH2:16][CH2:15][CH2:14][O:13]2)[C:6]=1[C:7]([NH:39][C@H:37]([C:34]1[CH:35]=[CH:36][C:31]([C:29]([O:28][CH3:27])=[O:30])=[CH:32][CH:33]=1)[CH3:38])=[O:8] |f:1.2|. Product: ClC=1SC(=C(C1C(=O)N[C@@H](C)C1=CC=C(C(=O)OC)C=C1)C(OC1OCCCC1)C1=CC(=CC=C1)Cl)Cl (methyl 4-{(1S)-1-[({2,5-dichloro-4-[(3-chlorophenyl)(tetrahydro-2H-pyran-2-yloxy)methyl]-3-thienyl}carbonyl)amino]ethyl}benzoate). Starting materials: peptide, ClC1=C(C=C(C=C1)C1=C(C=CC(=N1)C(=O)OC)C1=C(C=CC=C1)C)OCCCN(C)C (methyl 6-{4-chloro-3-[3-(dimethylamino)propoxy]phenyl}-5-(2-methylphenyl)pyridine-2-carboxylate), NC1(CCCCC1)C(=O)O (2-aminocyclohexane-2-carboxylic acid). The product is Cl.ClC1=C(C=C(C=C1)C1=C(C=CC(=N1)C(=O)NC1(CCCCC1)C(=O)O)C1=C(C=CC=C1)C)OCCCN(C)C (1-({[6-{4-chloro-3-[3-(dimethylamino)propoxy]phenyl}-5-(2-methylphenyl)pyridin-2-yl]carbonyl}amino)cyclohexanecarboxylic acid hydrochloride). Isolated yield 106.2%. As a reaction SMILES: [Cl:1][C:2]1[CH:7]=[CH:6][C:5]([C:8]2[N:13]=[C:12]([C:14](OC)=[O:15])[CH:11]=[CH:10][C:9]=2[C:18]2[CH:23]=[CH:22][CH:21]=[CH:20][C:19]=2[CH3:24])=[CH:4][C:3]=1[O:25][CH2:26][CH2:27][CH2:28][N:29]([CH3:31])[CH3:30].[NH2:32][C:33]1([C:39]([OH:41])=[O:40])[CH2:38][CH2:37][CH2:36][CH2:35][CH2:34]1>>[ClH:1].[Cl:1][C:2]1[CH:7]=[CH:6][C:5]([C:8]2[N:13]=[C:12]([C:14]([NH:32][C:33]3([C:39]([OH:41])=[O:40])[CH2:38][CH2:37][CH2:36][CH2:35][CH2:34]3)=[O:15])[CH:11]=[CH:10][C:9]=2[C:18]2[CH:23]=[CH:22][CH:21]=[CH:20][C:19]=2[CH3:24])=[CH:4][C:3]=1[O:25][CH2:26][CH2:27][CH2:28][N:29]([CH3:31])[CH3:30] |f:2.3|. Procedure: According to the saponification/peptide coupling steps described in examples 1.7 and 1.8 respectively, starting from 465 mg (1.06 mmol) of methyl 6-{4-chloro-3-[3-(dimethylamino)propoxy]phenyl}-5-(2-methylphenyl)pyridine-2-carboxylate (example 4.7) and 174 mg (1.22 mmol) of 2-aminocyclohexane-2-carboxylic acid, we obtain 330 mg of 1-({[6-{4-chloro-3-[3-(dimethylamino)propoxy]phenyl}-5-(2-methylphenyl)pyridin-2-yl]carbonyl}amino)cyclohexanecarboxylic acid hydrochloride in the form of white powder... Starting materials: C(C)(C)(C)OC(CC=1C(=NN(C1CC)CC1=CC=C(C=C1)N)CC)=O ([1-(4-amino-benzyl)-3,5-diethyl-1H-pyrazol-4-yl]-acetic acid tert-butyl ester), C(C)(C)(C)OC(CC=1C(=NN(C1CC)CC1=CC=C(C=C1)N)CC)=O ([1-(4-amino-benzyl)-3,5-diethyl-1H-pyrazol-4-yl]-acetic acid tert-butyl ester), FC(C1=CC=C(C(=O)O)C=C1)(F)F (4-(trifluoromethyl)benzoic acid), C(C)(C)N(CC)C(C)C (diisopropylethylamine), CN(C)C(=[N+](C)C)ON1C2=C(C=CC=C2)N=N1.[B-](F)(F)(F)F (TBTU), C(=O)([O-])[O-].[K+].[K+] (K2CO3). The solvent is CN(C=O)C (dimethylformamide). Run at time 18 hour. The product is C(C)C1=NN(C(=C1CC(=O)O)CC)CC1=CC=C(C=C1)NC(C1=CC=C(C=C1)C(F)(F)F)=O ({3,5-Diethyl-1-[4-(4-trifluoromethyl-benzoylamino)-benzyl]-1H-pyrazol-4-yl}-acetic acid). As a reaction SMILES: C([O:5][C:6](=[O:25])[CH2:7][C:8]1[C:9]([CH2:23][CH3:24])=[N:10][N:11]([CH2:15][C:16]2[CH:21]=[CH:20][C:19]([NH2:22])=[CH:18][CH:17]=2)[C:12]=1[CH2:13][CH3:14])(C)(C)C.[F:26][C:27]([F:38])([F:37])[C:28]1[CH:36]=[CH:35][C:31]([C:32](O)=[O:33])=[CH:30][CH:29]=1.C(N(C(C)C)CC)(C)C.CN(C(ON1N=NC2C=CC=CC1=2)=[N+](C)C)C.[B-](F)(F)(F)F.C([O-])([O-])=O.[K+].[K+]>CN(C)C=O>[CH2:23]([C:9]1[C:8]([CH2:7][C:6]([OH:5])=[O:25])=[C:12]([CH2:13][CH3:14])[N:11]([CH2:15][C:16]2[CH:17]=[CH:18][C:19]([NH:22][C:32](=[O:33])[C:31]3[CH:35]=[CH:36][C:28]([C:27]([F:26])([F:37])[F:38])=[CH:29][CH:30]=3)=[CH:20][CH:21]=2)[N:10]=1)[CH3:24] |f:3.4,5.6.7|. Procedure details: Coupling: To a solution of [1-(4-amino-benzyl)-3,5-diethyl-1H-pyrazol-4-yl]-acetic acid tert-butyl ester (intermediate 2.1.2, 99 mg, 0.29 mmol) in dimethylformamide (1.5 mL) was added 4-(trifluoromethyl)benzoic acid (67 mg, 0.34 mmol), diisopropylethylamine (90 μL, 0.53 mmol) and TBTU (82 mg, 0.25 mmol). The reaction mixture was stirred for 18 h at room temperature. The reaction mixture was treated with aqueous K2CO3 solution (2 M, 0.15 mL) and filtered over Alox B, eluting with 10% methanol in ... Reactants: ClCCl, Cl, O=[N+]([O-])c1cc(C(F)(F)F)ccc1N1CCCCC1, O, Cl[Sn]Cl. The product is Nc1cc(C(F)(F)F)ccc1N1CCCCC1. RXN SMILES: [Cl:5][CH2:6][Cl:7].[ClH:1].[N+:8]([O-:9])(=[O:10])[c:11]1[c:12]([N:21]2[CH2:22][CH2:23][CH2:24][CH2:25][CH2:26]2)[cH:13][cH:14][c:15]([C:17]([F:18])([F:19])[F:20])[cH:16]1.[OH2:27].[Sn:2]([Cl:3])[Cl:4]>>[NH2:8][c:11]1[c:12]([N:21]2[CH2:22][CH2:23][CH2:24][CH2:25][CH2:26]2)[cH:13][cH:14][c:15]([C:17]([F:18])([F:19])[F:20])[cH:16]1. The reactants are CC(C)(C)C(=O)CBr, CCOC(=O)C=C(C)[O-], CCOC(C)=O, CN(C)C=O, [Na+], O. Product: CCOC(=O)C(CC(=O)C(C)(C)C)C(C)=O. As a reaction SMILES: [Br:11][CH2:12][C:13]([C:14]([CH3:15])([CH3:16])[CH3:17])=[O:18].[CH2:1]([CH3:2])[O:3][C:4]([CH:5]=[C:6]([CH3:7])[O-:8])=[O:9].[CH3:19][CH2:20][O:21][C:22](=[O:23])[CH3:24].[CH3:26][N:27]([CH3:28])[CH:29]=[O:30].[Na+:10].[OH2:25]>>[CH2:1]([CH3:2])[O:3][C:4]([CH:5]([C:6]([CH3:7])=[O:8])[CH2:12][C:13]([C:14]([CH3:15])([CH3:16])[CH3:17])=[O:18])=[O:9]. The reactants are OC1=C(CCN2C1=CC1=CC=CC=C21)C(=O)OCC (ethyl 6,7-dihydro-9-hydroxypyrido[1,2-a]indole-8-carboxylate). Run in C(C)O (ethanol), O (water), Cl (hydrochloric acid). Product: C1=C2C=C3N(C2=CC=C1)CCCC3=O (7,8-dihydropyrido[1,2-a]indol-9(6H)-one). Yield: 99.8%. As a reaction SMILES: [OH:1][C:2]1[C:7]2=[CH:8][C:9]3[C:14]([N:6]2[CH2:5][CH2:4][C:3]=1C(OCC)=O)=[CH:13][CH:12]=[CH:11][CH:10]=3>C(O)C.O.Cl>[CH:10]1[CH:11]=[CH:12][CH:13]=[C:14]2[C:9]=1[CH:8]=[C:7]1[C:2](=[O:1])[CH2:3][CH2:4][CH2:5][N:6]12. Reported procedure: A solution of 1.03 g of ethyl 6,7-dihydro-9-hydroxypyrido[1,2-a]indole-8-carboxylate in 20 ml of ethanol, 10 ml of water and 10 ml of concentrated hydrochloric acid was heated at 80° C. for 3 hours. The solvents were evaporated to give 740 mg of 7,8-dihydropyrido[1,2-a]indol-9(6H)-one of melting point 138°-140° C. Reagents/catalysts: [O-2].[O-2].[O-2].[Ni+3].[Ni+3] (nickel peroxide). Reactants: C1(=CC=CC=C1)N1C(=NCC1)C1CCN(CC1)C(=O)OC(C)(C)C (tert-butyl 4-(1-phenyl-4,5-dihydro-1H-imidazol-2-yl)piperidine-1-carboxylate). Procedure: To a stirred solution of tert-butyl 4-(1-phenyl-4,5-dihydro-1H-imidazol-2-yl)piperidine-1-carboxylate (100 mg) in dry benzene (5 ml), nickel peroxide (350 mg) dissolved in dry benzene (20 ml) was added. The reaction mixture was refluxed for over-night and filtered through a celite pad using CHCl3 as eluent. The combined organic layer was removed under reduced pressure. The resulting oil was purified by column chromatography using ethyl acetate\hexane (3:7) to afford tert-butyl 4-(1-phenyl-1H-imi... RXN SMILES: [C:1]1([N:7]2[CH2:11][CH2:10][N:9]=[C:8]2[CH:12]2[CH2:17][CH2:16][N:15]([C:18]([O:20][C:21]([CH3:24])([CH3:23])[CH3:22])=[O:19])[CH2:14][CH2:13]2)[CH:6]=[CH:5][CH:4]=[CH:3][CH:2]=1>C1C=CC=CC=1.[O-2].[O-2].[O-2].[Ni+3].[Ni+3]>[C:1]1([N:7]2[CH:11]=[CH:10][N:9]=[C:8]2[CH:12]2[CH2:13][CH2:14][N:15]([C:18]([O:20][C:21]([CH3:24])([CH3:23])[CH3:22])=[O:19])[CH2:16][CH2:17]2)[CH:2]=[CH:3][CH:4]=[CH:5][CH:6]=1 |f:2.3.4.5.6|. Product: C1(=CC=CC=C1)N1C(=NC=C1)C1CCN(CC1)C(=O)OC(C)(C)C (tert-butyl 4-(1-phenyl-1H-imidazol-2-yl)piperidine-1-carboxylate). Solvent: C1=CC=CC=C1 (benzene), C1=CC=CC=C1 (benzene). Starting materials: CuBr, N1=C(C=CC=C1)C1=NC=CC=C1 (2,2′-bipyridyl), C(C)OC(C(C)(C)Br)=O (ethyl-2-bromoisobutyrate), C(C(=C)C)(=O)OC (methyl methacrylate). Solvent: C(C=C)(=O)OC (Methyl acrylate), C(C=C)(=O)OC (methyl acrylate). Conditions: temperature 90 celsius. The product is C(C=C)(=O)OC.C(C(=C)C)(=O)OC (Methyl Acrylate Methyl Methacrylate). Reaction SMILES: N1C=CC=CC=1C1C=CC=CN=1.[CH2:13]([O:15][C:16](=[O:21])[C:17](Br)(C)[CH3:18])C.[C:22]([O:27][CH3:28])(=[O:26])[C:23]([CH3:25])=[CH2:24]>C(OC)(=O)C=C>[C:16]([O:15][CH3:13])(=[O:21])[CH:17]=[CH2:18].[C:22]([O:27][CH3:28])(=[O:26])[C:23]([CH3:25])=[CH2:24] |f:4.5|. Reported procedure: 0.107 g of CuBr, 0.349 g of 2,2′-bipyridyl and 0.109 ml of ethyl-2-bromoisobutyrate was added to a mixture of methyl acrylate (5 ml) and methyl methacrylate (10 ml), and the reaction mixture was heated to 90° C. Methyl acrylate (20 ml) was added to the reaction mixture at a rate of addition of 0.1 ml/min. Samples were withdrawn at certain time periods, and from the composition data obtained from NMR measurements of these samples and from GPC measurement of the molecular weights relative to polys...